Dataset: the Open Reaction Database (ORD), a public repository of structured organic reaction records. Task: describe an organic reaction: reactants, conditions, products, and yield The reactants are CN(C=O)C (dimethylformamide), COC(C1=CC(=CC=C1)O)=O (3-hydroxy-benzoic acid methyl ester), CC(C)([O-])C.[K+] (potassium t-butoxide), BrC1=NC=C(C=C1)C(F)(F)F (2-bromo-5-trifluoromethyl-pyridine). Solvent: O (water). Product: COC(C1=CC(=CC=C1)OC1=NC=C(C=C1)C(F)(F)F)=O (3-(5-trifluoromethyl-pyridin-2-yloxy)-benzoic acid methyl ester). The yield is 79.9%. Reaction SMILES: CN(C)C=O.[CH3:6][O:7][C:8](=[O:16])[C:9]1[CH:14]=[CH:13][CH:12]=[C:11]([OH:15])[CH:10]=1.CC(C)([O-])C.[K+].Br[C:24]1[CH:29]=[CH:28][C:27]([C:30]([F:33])([F:32])[F:31])=[CH:26][N:25]=1>O>[CH3:6][O:7][C:8](=[O:16])[C:9]1[CH:14]=[CH:13][CH:12]=[C:11]([O:15][C:24]2[CH:29]=[CH:28][C:27]([C:30]([F:33])([F:32])[F:31])=[CH:26][N:25]=2)[CH:10]=1 |f:2.3|. Reported procedure: To a dimethylformamide (1.0 mL) solution of 3-hydroxy-benzoic acid methyl ester (183 mg, 1.2 mmol) was added potassium t-butoxide (147 mg, 1.2 mmol). Upon stirring the reaction at room temperature for 15 min, 2-bromo-5-trifluoromethyl-pyridine (300 mg, 1.32 mmol) was added. The reaction was stirred at room temperature for 15 h. Crude reaction mass was added to water, aqueous layer was acidified to pH 4.0 and product was extracted with ethyl acetate to give 3-(5-trifluoromethyl-pyridin-2-yloxy)-b... Starting materials: O=C(O)c1c(F)c(F)c(F)c(F)c1C(=O)O, O, Cc1ccccc1C. The product is O=C1OC(=O)c2c(F)c(F)c(F)c(F)c21. Reaction SMILES: [F:1][c:2]1[c:3]([F:16])[c:4]([F:15])[c:5]([F:14])[c:6]([C:11](=[O:12])[OH:13])[c:7]1[C:8](=[O:9])[OH:10].[OH2:25].[c:17]1([CH3:18])[c:19]([CH3:20])[cH:21][cH:22][cH:23][cH:24]1>>[F:1][c:2]1[c:3]([F:16])[c:4]([F:15])[c:5]([F:14])[c:6]2[c:7]1[C:8](=[O:9])[O:12][C:11]2=[O:13]. The reactants are C(C)(C)(C)NS(=O)(=O)C=1C(=CC=CC1)C1=CC(=C(C=C1)B1OC(C(O1)(C)C)(C)C)F (N-(tert-butyl)-3′-fluoro-4′-(4,4,5,5-tetramethyl-1,3,2-dioxaborolan-2-yl)-[1,1′-biphenyl]-2-sulfonamide), NC1=CC=C(C(=N1)C#N)Br (6-amino-3-bromo-2-cyanopyridine). The product is NC1=CC=C(C(=N1)C#N)C1=C(C=C(C=C1)C=1C(=CC=CC1)S(=O)(=O)NC(C)(C)C)F (4′-(6-Amino-2-cyanopyridin-3-yl)-N-(tert-butyl)-3′-fluoro-[1,1′-biphenyl]-2-sulfonamide). Reaction SMILES: [C:1]([NH:5][S:6]([C:9]1[C:10]([C:15]2[CH:20]=[CH:19][C:18](B3OC(C)(C)C(C)(C)O3)=[C:17]([F:30])[CH:16]=2)=[CH:11][CH:12]=[CH:13][CH:14]=1)(=[O:8])=[O:7])([CH3:4])([CH3:3])[CH3:2].[NH2:31][C:32]1[N:37]=[C:36]([C:38]#[N:39])[C:35](Br)=[CH:34][CH:33]=1>>[NH2:31][C:32]1[N:37]=[C:36]([C:38]#[N:39])[C:35]([C:18]2[CH:19]=[CH:20][C:15]([C:10]3[C:9]([S:6]([NH:5][C:1]([CH3:2])([CH3:3])[CH3:4])(=[O:7])=[O:8])=[CH:14][CH:13]=[CH:12][CH:11]=3)=[CH:16][C:17]=2[F:30])=[CH:34][CH:33]=1. Procedure: The title compound was prepared using analogous conditions to those described in Example 6 utilizing N-(tert-butyl)-3′-fluoro-4′-(4,4,5,5-tetramethyl-1,3,2-dioxaborolan-2-yl)-[1,1′-biphenyl]-2-sulfonamide and 6-amino-3-bromo-2-cyanopyridine. MS (ESI): mass calcd. for C22H21FN4O2S, 424.14; m/z found, 424.9 [M+H]+. 1H NMR (500 MHz, DMSO-d6) δ 8.11-8.04 (d, J=7.9, 1H), 7.71-7.64 (m, 1H), 7.64-7.58 (m, 2H), 7.54-7.48 (m, 1H), 7.45-7.36 (dd, J=19.2, 9.2, 2H), 7.36-7.30 (dd, J=7.9, 1.6, 1H), 6.89-6.83...